From a dataset of the Open Reaction Database (ORD), a public repository of structured organic reaction records. describe an organic reaction: reactants, conditions, products, and yield The reactants are COc1ccc(C2=NN(C3CCNCC3)C(=O)C2(C)C)cc1OC, O=C(O)c1nccc2ncccc12. The product is COc1ccc(C2=NN(C3CCN(C(=O)c4nccc5ncccc45)CC3)C(=O)C2(C)C)cc1OC. RXN SMILES: [CH3:1][O:2][c:3]1[cH:4][c:5]([C:11]2=[N:15][N:14]([CH:16]3[CH2:17][CH2:18][NH:19][CH2:20][CH2:21]3)[C:13](=[O:22])[C:12]2([CH3:23])[CH3:24])[cH:6][cH:7][c:8]1[O:9][CH3:10].[n:25]1[cH:26][cH:27][cH:28][c:29]2[c:30]([C:35](=[O:36])[OH:37])[n:31][cH:32][cH:33][c:34]12>>[CH3:1][O:2][c:3]1[cH:4][c:5]([C:11]2=[N:15][N:14]([CH:16]3[CH2:17][CH2:18][N:19]([C:35]([c:30]4[c:29]5[cH:28][cH:27][cH:26][n:25][c:34]5[cH:33][cH:32][n:31]4)=[O:36])[CH2:20][CH2:21]3)[C:13](=[O:22])[C:12]2([CH3:23])[CH3:24])[cH:6][cH:7][c:8]1[O:9][CH3:10]. Reactants: NC1=C(C(=O)O)C=CC(=C1)Cl (2-amino-4-chlorobenzoic acid), P(=O)(Cl)(Cl)Cl (phosphorous oxychloride), S1CCC(CC1)=O (tetrahydrothiopyran-4-one). Run in CCOCC (ether). Product: ClC=1C=CC=2C(=C3C(=NC2C1)CCSC3)Cl (7,10-Dichloro-3,4-dihydro-1H-thiopyrano[4,3-b]quinoline). Yield: 64.0%. Reaction SMILES: [NH2:1][C:2]1[CH:10]=[C:9]([Cl:11])[CH:8]=[CH:7][C:3]=1[C:4](O)=O.P(Cl)(Cl)([Cl:14])=O.[S:17]1[CH2:22][CH2:21][C:20](=O)[CH2:19][CH2:18]1>CCOCC>[Cl:11][C:9]1[CH:8]=[CH:7][C:3]2[C:4]([Cl:14])=[C:21]3[CH2:22][S:17][CH2:18][CH2:19][C:20]3=[N:1][C:2]=2[CH:10]=1. Procedure details: To a slurry of 14.8 g (0.0863 mol) of 2-amino-4-chlorobenzoic acid and 150 ml of phosphorous oxychloride is added dropwise 10 g (0.086 mol) of tetrahydrothiopyran-4-one. The mixture is stirred at reflux for 3 hours and then concentrated in vacuo. The residue is dissolved in methylene chloride and edded slowly to an ice-NH4OH mixture. The mixture is stirred for 1/2 hour and extracted with methylene chloride. The combined extracts are washed with water, dried over Na2SO4, and concentrated in vacuo... The reactants are [OH-].[Li+] (lithium hydroxide), N1C(=CC2=CC=CC=C12)C(=O)N[C@@H]1[C@@H](CN(C1=O)C1=CC=CC=C1)C(=O)OCC (Ethyl cis-4-[(1H-indol-2-ylcarbonyl)amino]-5-oxo-1-phenyl-3-pyrrolidinecarboxylate), O (water). Conditions: time 16 hour. Procedure details: To the ethyl ester of Example 4 (68 mg, 0.174 mmol) dissolved in 4:1 EtOH/THF was added an aqueous solution of lithium hydroxide (13 mg, 0.521 mmol). After stirring for 16 h at room temperature, 2.5 ml of water was added and the solution was extracted with chloroform. The aqueous layer was then acidified with 1N HCl to pH2 and extracted again with chloroform. The combined organic layers were dried over MgO4, filtered and concentrated in vacuo to give the crude acid which was chromatographed on s... Yields the product N1C(=CC2=CC=CC=C12)C(=O)N[C@H]1[C@@H](CN(C1=O)C1=CC=CC=C1)C(=O)O (trans-4-[(1H-Indol-2-ylcarbonyl)amino]-5-oxo-1-phenyl-3-pyrrolidinecarboxylic acid). The yield is 42.7%. The solvent is CCO.C1CCOC1 (EtOH THF). As a reaction SMILES: [NH:1]1[C:9]2[C:4](=[CH:5][CH:6]=[CH:7][CH:8]=2)[CH:3]=[C:2]1[C:10]([NH:12][C@H:13]1[C:17](=[O:18])[N:16]([C:19]2[CH:24]=[CH:23][CH:22]=[CH:21][CH:20]=2)[CH2:15][C@H:14]1[C:25]([O:27]CC)=[O:26])=[O:11].[OH-].[Li+].O>CCO.C1COCC1>[NH:1]1[C:9]2[C:4](=[CH:5][CH:6]=[CH:7][CH:8]=2)[CH:3]=[C:2]1[C:10]([NH:12][C@@H:13]1[C:17](=[O:18])[N:16]([C:19]2[CH:20]=[CH:21][CH:22]=[CH:23][CH:24]=2)[CH2:15][C@H:14]1[C:25]([OH:27])=[O:26])=[O:11] |f:1.2,4.5|. Starting materials: FB(F)F, CCCSc1cc(-c2c[nH]nc2C(F)(F)F)ccc1C=O, CC[SiH](CC)CC, CCOCC, ClCCl, O. Yields the product CCCSc1cc(-c2c[nH]nc2C(F)(F)F)ccc1C. As a reaction SMILES: [B:34]([F:35])([F:36])[F:37].[CH2:1]([CH2:2][CH3:3])[S:4][c:5]1[c:6]([CH:7]=[O:8])[cH:9][cH:10][c:11](-[c:13]2[c:14]([C:18]([F:19])([F:20])[F:21])[n:15][nH:16][cH:17]2)[cH:12]1.[CH2:22]([SiH:23]([CH2:24][CH3:25])[CH2:26][CH3:27])[CH3:28].[CH2:29]([O:30][CH2:31][CH3:32])[CH3:33].[CH2:39]([Cl:40])[Cl:41].[OH2:38]>>[CH2:1]([CH2:2][CH3:3])[S:4][c:5]1[c:6]([CH3:7])[cH:9][cH:10][c:11](-[c:13]2[c:14]([C:18]([F:19])([F:20])[F:21])[n:15][nH:16][cH:17]2)[cH:12]1. Starting materials: BrC(Br)(Br)Br, Cc1nc(-c2cccc(C(F)(F)F)c2)sc1CO, ClCCl, c1ccc(P(c2ccccc2)c2ccccc2)cc1. Product: Cc1nc(-c2cccc(C(F)(F)F)c2)sc1CBr. As a reaction SMILES: [C:19]([Br:20])([Br:21])([Br:22])[Br:23].[CH3:1][c:2]1[n:3][c:4](-[c:9]2[cH:10][c:11]([C:15]([F:16])([F:17])[F:18])[cH:12][cH:13][cH:14]2)[s:5][c:6]1[CH2:7][OH:8].[Cl:43][CH2:44][Cl:45].[c:24]1([P:25]([c:26]2[cH:27][cH:28][cH:29][cH:30][cH:31]2)[c:32]2[cH:33][cH:34][cH:35][cH:36][cH:37]2)[cH:38][cH:39][cH:40][cH:41][cH:42]1>>[CH3:1][c:2]1[n:3][c:4](-[c:9]2[cH:10][c:11]([C:15]([F:16])([F:17])[F:18])[cH:12][cH:13][cH:14]2)[s:5][c:6]1[CH2:7][Br:20]. Reactants: CC(=O)O[BH-](OC(C)=O)OC(C)=O, O=C([O-])O, CC(=O)O, CNC, CC(C)(C=O)Oc1ccc(Cl)nc1, ClCCl, [Na+], [Na+]. Product: CN(C)CC(C)(C)Oc1ccc(Cl)nc1. As a reaction SMILES: [C:14]([O:15][BH-:16]([O:17][C:18](=[O:19])[CH3:20])[O:21][C:22](=[O:23])[CH3:24])(=[O:25])[CH3:26].[C:35](=[O:36])([OH:37])[O-:38].[CH3:28][C:29](=[O:30])[OH:31].[CH3:32][NH:33][CH3:34].[Cl:1][c:2]1[cH:3][cH:4][c:5]([O:8][C:9]([CH:10]=[O:11])([CH3:12])[CH3:13])[cH:6][n:7]1.[Cl:40][CH2:41][Cl:42].[Na+:27].[Na+:39]>>[Cl:1][c:2]1[cH:3][cH:4][c:5]([O:8][C:9]([CH2:10][N:33]([CH3:32])[CH3:34])([CH3:12])[CH3:13])[cH:6][n:7]1. The reactants are C([C@H](O)[C@@H](O)C(=O)O)(=O)O (L-tartaric acid), CN1C[C@@H]2N(CC[C@@H]2C1)C1=CC=C(C=C1)C1=CC=C(C=C1)N1N=CC=CC1=O (2-[4′-(3aR,6aR)-(5-Methylhexahydropyrrolo[3,4-b]pyrrol-1(2H)-yl)-1,1′-biphenyl-4-yl]pyridazin-3(2H)-one). Run in O (water), C(C)O (ethanol). The product is C(=O)(O)[C@H](O)[C@@H](O)C(=O)O.CN1C[C@@H]2N(CC[C@@H]2C1)C1=CC=C(C=C1)C1=CC=C(C=C1)N1N=CC=CC1=O (2-[4′-(3aR,6aR)-(5-Methylhexahydropyrrolo[3,4-b]pyrrol-1(2H)-yl)-1,1′-biphenyl-4-yl]pyridazin-3(2H)-one L-tartrate). Yield: 94.8%. As a reaction SMILES: [C:1]([OH:10])(=[O:9])[C@@H:2]([C@H:4]([C:6]([OH:8])=[O:7])[OH:5])[OH:3].[CH3:11][N:12]1[CH2:19][C@@H:18]2[C@@H:14]([N:15]([C:20]3[CH:25]=[CH:24][C:23]([C:26]4[CH:31]=[CH:30][C:29]([N:32]5[C:37](=[O:38])[CH:36]=[CH:35][CH:34]=[N:33]5)=[CH:28][CH:27]=4)=[CH:22][CH:21]=3)[CH2:16][CH2:17]2)[CH2:13]1>O.C(O)C>[C:6]([C@@H:4]([C@H:2]([C:1]([OH:10])=[O:9])[OH:3])[OH:5])([OH:8])=[O:7].[CH3:11][N:12]1[CH2:19][C@@H:18]2[C@@H:14]([N:15]([C:20]3[CH:25]=[CH:24][C:23]([C:26]4[CH:31]=[CH:30][C:29]([N:32]5[C:37](=[O:38])[CH:36]=[CH:35][CH:34]=[N:33]5)=[CH:28][CH:27]=4)=[CH:22][CH:21]=3)[CH2:16][CH2:17]2)[CH2:13]1 |f:4.5|. Procedure: A solution of 3.45 g of L-tartaric acid (1.07 eq.) in 56 g of water was added to a flask containing a slurry of 8.00 g of the product of Example 41G in anhydrous ethanol (44 g). The mixture was heated under reflux and after 30 minutes most solids had dissolved. The mixture was cooled at 5° C. per hour to 60° C., and then allowed to cool to ambient temperature overnight. After cooling the mixture to −15° C. the product slurry was filtered and dried at 45-50° C. overnight to provide the title comp...